Dataset: the Open Reaction Database (ORD), a public repository of structured organic reaction records. Task: describe an organic reaction: reactants, conditions, products, and yield The reactants are CC([O-])=S, CCO, CCOC(C)=O, COC(=O)C1CC(OS(C)(=O)=O)CN1C, [Cl-], [K+], [Na+], O. Yields the product COC(=O)C1CC(SC(C)=O)CN1C. As a reaction SMILES: [C:1]([CH3:2])(=[S:3])[O-:4].[CH2:30]([OH:31])[CH3:32].[CH3:21][CH2:22][O:23][C:24](=[O:25])[CH3:26].[CH3:6][S:7]([O:8][CH:11]1[CH2:12][CH:13]([C:17](=[O:18])[O:19][CH3:20])[N:14]([CH3:16])[CH2:15]1)(=[O:9])=[O:10].[Cl-:28].[K+:5].[Na+:27].[OH2:29]>>[C:1]([CH3:2])([S:3][CH:11]1[CH2:12][CH:13]([C:17](=[O:18])[O:19][CH3:20])[N:14]([CH3:16])[CH2:15]1)=[O:4]. Starting materials: C(C)(C)(C)OC(=O)N1[C@@H]2C[C@@H]2C[C@H]1C1=NC2=C(N1)C=C(C=C2)C2=NC1=CC=C(C=C1N=C2)B(O)O (2-(2-((1R,3S,5R)-2-(tert-butoxycarbonyl)-2-azabicyclo[3.1.0]hexan-3-yl)-1H-benzo[d]imidazol-6-yl)quinoxalin-6-ylboronic acid), IC1=CN=C(N1)[C@H]1N([C@@H]2C[C@@H]2C1)C(=O)OC(C)(C)C ((1R,3S,5R)-tert-butyl 3-(5-iodo-1H-imidazol-2-yl)-2-azabicyclo[3.1.0]hexane-2-carboxylate), C1(CCCCC1)P(C1=C(C=CC=C1)C1=C(C=CC=C1OC)OC)C1CCCCC1 (dicyclohexyl(2′,6′-dimethoxybiphenyl-2-yl)phosphine), C(=O)([O-])[O-].[K+].[K+] (K2CO3). Reagents/catalysts: CC(=O)[O-].CC(=O)[O-].[Pd+2] (Pd(OAc)2). Solvent: CO (MeOH), C1CCOC1 (THF), O (water). Run at temperature 120 celsius, time 2 hour. Product: C(C)(C)(C)OC(=O)N1[C@@H]2C[C@@H]2C[C@H]1C1=NC2=C(N1)C=C(C=C2)C2=NC1=CC=C(C=C1N=C2)C2=CN=C(N2)[C@H]2N([C@@H]1C[C@@H]1C2)C(=O)OC(C)(C)C ((1R,3S,5R)-tert-butyl 3-(5-(2-(2-((1R,3S,5R)-2-(tert-butoxycarbonyl)-2-azabicyclo[3.1.0]hexan-3-yl)-1H-benzo[d]imidazol-6-yl)quinoxalin-6-yl)-1H-imidazol-2-yl)-2-azabicyclo[3.1.0]hexane-2-carboxylate). Isolated yield 39.5%. Reaction SMILES: [C:1]([O:5][C:6]([N:8]1[C@H:13]([C:14]2[NH:18][C:17]3[CH:19]=[C:20]([C:23]4[CH:32]=[N:31][C:30]5[C:25](=[CH:26][CH:27]=[C:28](B(O)O)[CH:29]=5)[N:24]=4)[CH:21]=[CH:22][C:16]=3[N:15]=2)[CH2:12][C@@H:11]2[C@H:9]1[CH2:10]2)=[O:7])([CH3:4])([CH3:3])[CH3:2].I[C:37]1[NH:41][C:40]([C@@H:42]2[CH2:47][C@@H:46]3[C@@H:44]([CH2:45]3)[N:43]2[C:48]([O:50][C:51]([CH3:54])([CH3:53])[CH3:52])=[O:49])=[N:39][CH:38]=1.C1(P(C2CCCCC2)C2C=CC=CC=2C2C(OC)=CC=CC=2OC)CCCCC1.C([O-])([O-])=O.[K+].[K+]>C1COCC1.O.CO.CC([O-])=O.CC([O-])=O.[Pd+2]>[C:1]([O:5][C:6]([N:8]1[C@H:13]([C:14]2[NH:18][C:17]3[CH:19]=[C:20]([C:23]4[CH:32]=[N:31][C:30]5[C:25](=[CH:26][CH:27]=[C:28]([C:37]6[NH:41][C:40]([C@@H:42]7[CH2:47][C@@H:46]8[C@@H:44]([CH2:45]8)[N:43]7[C:48]([O:50][C:51]([CH3:54])([CH3:53])[CH3:52])=[O:49])=[N:39][CH:38]=6)[CH:29]=5)[N:24]=4)[CH:21]=[CH:22][C:16]=3[N:15]=2)[CH2:12][C@@H:11]2[C@H:9]1[CH2:10]2)=[O:7])([CH3:4])([CH3:3])[CH3:2] |f:3.4.5,9.10.11|. Reported procedure: Pd(OAc)2 (2.67 mg, 0.012 mmol) was added to a degassed solution of 2-(2-((1R,3S,5R)-2-(tert-butoxycarbonyl)-2-azabicyclo[3.1.0]hexan-3-yl)-1H-benzo[d]imidazol-6-yl)quinoxalin-6-ylboronic acid (56 mg, 0.119 mmol), (1R,3S,5R)-tert-butyl 3-(5-iodo-1H-imidazol-2-yl)-2-azabicyclo[3.1.0]hexane-2-carboxylate (66.9 mg, 0.178 mmol), dicyclohexyl(2′,6′-dimethoxybiphenyl-2-yl)phosphine (9.76 mg, 0.024 mmol) and K2CO3 (49.3 mg, 0.356 mmol) in THF (1 mL) and water (0.25 mL) and the mixture was stirred at 120... The reactants are ON1N=NC2=C1C=CC=C2 (1-hydroxybenzotriazole), C1(CCCCC1)N=C=NC1CCCCC1 (N,N'-dicyclohexylcarbodiimide), N1CCOCC1 (morpholine), CN(C=O)C (dimethylformamide). Reaction conditions: time 16 hour. The product is C(CCCC)(=O)NC=1C=C(C(=O)N2CCOCC2)C=CN1 (2-valeramidoisonicotinic acid morpholide). RXN SMILES: [OH:1]N1C2C=CC=CC=2N=N1.[CH:11]1([N:17]=[C:18]=[N:19][CH:20]2CC[CH2:23][CH2:22][CH2:21]2)C[CH2:15][CH2:14][CH2:13][CH2:12]1.N1C[CH2:30][O:29][CH2:28]C1.[CH3:32][N:33]([CH3:36])[CH:34]=[O:35]>>[C:11]([NH:17][C:18]1[CH:23]=[C:22]([CH:21]=[CH:20][N:19]=1)[C:34]([N:33]1[CH2:36][CH2:30][O:29][CH2:28][CH2:32]1)=[O:35])(=[O:1])[CH2:12][CH2:13][CH2:14][CH3:15]. Procedure details: The compound ([9]-(94)-467') (2.4610 g) prepared in Example 98 was dissolved in anhydrous dimethylformamide (DMF) (37 ml). Then, 1-hydroxybenzotriazole (1.9477 g), N,N'-dicyclohexylcarbodiimide (2.9739 g), and morpholine (1.3 ml) were added to the solution. The mixture was stirred at room temperature for 16 hours. The insolubles were filtered out, and the filtrate was concentrated. The resulting residue was dissolved in chloroform, washed with water and saturated brine, dried over anhydrous sodi... The reactants are CO (methanol), C(C)(=O)OCC (ethyl acetate), ClN1C(CCC1=O)=O (N-Chlorosuccinimide), COC(=O)C=1NC=2C=C(C=C3C2C1C=NNC3=O)NC(=O)OC(C)(C)C (8-tert-Butoxycarbonylamino-6-oxo-5,6-dihydro-1H-[1,2]diazepino[4,5,6-cd]indole-2-carboxylic Acid Methyl Ester). The solvent is CN(C=O)C (N,N-dimethylformamide), C(Cl)(Cl)Cl (chloroform). Conditions: temperature 50 celsius. Product: C(C)(C)(C)OC(NC=1C=C2C=3C(=C(NC3C1)Cl)C=NNC2=O)=O ((2-Chloro-6-oxo-5,6-dihydro-1H-[1,2]diazepino[4,5,6-cd]indol-8-yl)-carbamic Acid tert-butyl Ester). Yield: 89.8%. Reaction SMILES: [Cl:1]N1C(=O)CCC1=O.COC([C:13]1[NH:14][C:15]2[CH:16]=[C:17]([NH:27][C:28]([O:30][C:31]([CH3:34])([CH3:33])[CH3:32])=[O:29])[CH:18]=[C:19]3[C:25](=[O:26])[NH:24][N:23]=[CH:22][C:21]=1[C:20]=23)=O.CO.C(OCC)(=O)C>CN(C)C=O.C(Cl)(Cl)Cl>[C:31]([O:30][C:28](=[O:29])[NH:27][C:17]1[CH:18]=[C:19]2[C:25](=[O:26])[NH:24][N:23]=[CH:22][C:21]3=[C:13]([Cl:1])[NH:14][C:15]([CH:16]=1)=[C:20]23)([CH3:34])([CH3:33])[CH3:32]. Procedure details: N-Chlorosuccinimide (0.47 g, 3.52 mmol) was added to a solution of Intermediate 147(c) of Example 147 (1.00 g, 3.33 mmol) in anhydrous N,N-dimethylformamide (10 ml) and anhydrous chloroform (6.5 mL). The reaction was heated at 50° C. for 3 hours at which point the volatile components were removed in vacuo. The resulting residue was dissolved in methanol and loaded onto a silica gel plug. The plug was then loaded onto a silica gel column and eluted with 23:2:50 dichloromethane: methanol: ethyl ac...